This data is from the Open Reaction Database (ORD), a public repository of structured organic reaction records. The task is: describe an organic reaction: reactants, conditions, products, and yield Reactants: C1CCOC1, CO, CN(CC(=O)OC(C)(C)C)S(=O)(=O)c1ccc(OCC#Cc2ccc(Cl)cc2)cc1, [Li+], [OH-]. The product is CN(CC(=O)O)S(=O)(=O)c1ccc(OCC#Cc2ccc(Cl)cc2)cc1. Reaction SMILES: [CH2:35]1[O:36][CH2:37][CH2:38][CH2:39]1.[CH3:33][OH:34].[Cl:1][c:2]1[cH:3][cH:4][c:5]([C:8]#[C:9][CH2:10][O:11][c:12]2[cH:13][cH:14][c:15]([S:18](=[O:19])(=[O:20])[N:21]([CH3:22])[CH2:23][C:24](=[O:25])[O:26][C:27]([CH3:28])([CH3:29])[CH3:30])[cH:16][cH:17]2)[cH:6][cH:7]1.[Li+:32].[OH-:31]>>[Cl:1][c:2]1[cH:3][cH:4][c:5]([C:8]#[C:9][CH2:10][O:11][c:12]2[cH:13][cH:14][c:15]([S:18](=[O:19])(=[O:20])[N:21]([CH3:22])[CH2:23][C:24](=[O:25])[OH:26])[cH:16][cH:17]2)[cH:6][cH:7]1.